The task is: describe an organic reaction: reactants, conditions, products, and yield. This data is from the Open Reaction Database (ORD), a public repository of structured organic reaction records. Reactants: COC=1C=C(C(=O)N2CCN(CC2)C=2C=C3CCC(NC3=CC2)=O)C=CC1OC (6-[4-(3,4-Dimethoxybenzoyl)-1-piperazinyl]-3,4-dihydrocarbostyril), [H-].[Na+] (sodium hydride), CN(C)C=O (DMF), CN(C)C=O (DMF), C(C1=CC=CC=C1)Cl (benzylchloride). Solvent: O (water). Reaction conditions: time 1 hour. The product is O.C(C1=CC=CC=C1)N1C(=O)CCC2=CC(=CC=C12)N1CCN(CC1)C(C1=CC(=C(C=C1)OC)OC)=O.C(C1=CC=CC=C1)N1C(=O)CCC2=CC(=CC=C12)N1CCN(CC1)C(C1=CC(=C(C=C1)OC)OC)=O (1-benzyl-6-[4-(3,4-dimethoxybenzoyl)-1-piperazinyl]-3,4-dihydrocarbostyril hemihydrate). As a reaction SMILES: [CH3:1][O:2][C:3]1[CH:4]=[C:5]([CH:25]=[CH:26][C:27]=1[O:28][CH3:29])[C:6]([N:8]1[CH2:13][CH2:12][N:11]([C:14]2[CH:15]=[C:16]3[C:21](=[CH:22][CH:23]=2)[NH:20][C:19](=[O:24])[CH2:18][CH2:17]3)[CH2:10][CH2:9]1)=[O:7].[H-].[Na+].CN(C=O)C.[CH2:37](Cl)[C:38]1[CH:43]=[CH:42][CH:41]=[CH:40][CH:39]=1>O>[OH2:2].[CH2:37]([N:20]1[C:21]2[C:16](=[CH:15][C:14]([N:11]3[CH2:10][CH2:9][N:8]([C:6](=[O:7])[C:5]4[CH:25]=[CH:26][C:27]([O:28][CH3:29])=[C:3]([O:2][CH3:1])[CH:4]=4)[CH2:13][CH2:12]3)=[CH:23][CH:22]=2)[CH2:17][CH2:18][C:19]1=[O:24])[C:38]1[CH:43]=[CH:42][CH:41]=[CH:40][CH:39]=1.[CH2:37]([N:20]1[C:21]2[C:16](=[CH:15][C:14]([N:11]3[CH2:10][CH2:9][N:8]([C:6](=[O:7])[C:5]4[CH:25]=[CH:26][C:27]([O:28][CH3:29])=[C:3]([O:2][CH3:1])[CH:4]=4)[CH2:13][CH2:12]3)=[CH:23][CH:22]=2)[CH2:17][CH2:18][C:19]1=[O:24])[C:38]1[CH:43]=[CH:42][CH:41]=[CH:40][CH:39]=1 |f:1.2,6.7.8|. Procedure details: 6-[4-(3,4-Dimethoxybenzoyl)-1-piperazinyl]-3,4-dihydrocarbostyril (500 mg) and 70 mg of 60% oily sodium hydride were mixed with 5 ml of DMF and stirred at room temperature for 1 hour. Then, to the mixture was added dropwise 3 ml of DMF solution containing 0.17 ml of benzylchloride. After stirring for 4 hours at room temperature, the reaction mixture was poured into a large amount of water and organic substances were extracted with chloroform. The chloroform layer was washed with water and dehydr... The reactants are O1C(OCC1)CCC(CCC(F)(F)F)=O (1-[1,3]dioxolan-2-yl-6,6,6-trifluoro-hexan-3-one), Cl.O1CCOCC1 (HCl dioxane). Solvent: C([O-])(O)=O.[Na+] (sodium bicarbonate). The product is FC(CCC(CCC=O)=O)(F)F (7,7,7-trifluoro-4-oxo-heptanal). The yield is 69.0%. Reaction SMILES: [O:1]1CCO[CH:2]1[CH2:6][CH2:7][C:8](=[O:15])[CH2:9][CH2:10][C:11]([F:14])([F:13])[F:12].Cl.O1CCOCC1>C(=O)(O)[O-].[Na+]>[F:12][C:11]([F:13])([F:14])[CH2:10][CH2:9][C:8](=[O:15])[CH2:7][CH2:6][CH:2]=[O:1] |f:1.2,3.4|. Procedure details: Crude 1-[1,3]dioxolan-2-yl-6,6,6-trifluoro-hexan-3-one (18 g, prepared above) in 1:1 2N HCl-dioxane (80 ml) was heated to reflux for 20 minutes, then neutralized with aqueous sodium bicarbonate (100 ml), then extracted with ethyl acetate (3×75 ml). The combined organics were washed with brine (2×50 ml), then concentrated under reduced pressure to provide crude 7,7,7-trifluoro-4-oxo-heptanal (10 g), which may be used without further purification. 1H NMR (CDCl3) δ9.80 (1H, s), 2.85-2.70 (6H, m), 2... Starting materials: C(C)(C)(C)O[C@H](C(=O)OC)C1=C2N3CCC(OCCCC[C@@H](OC=4C=CC(=C(C4C4=CC=CC(C5=CN2C(C(=C1C)C)=N5)=C4)F)F)C)(CC3)C (methyl(2S)-2-(tert-butoxy)-2-[(22S)-16,17-difluoro-4,5,22,28-tetramethyl-21,27-dioxa-1,7,34-triazahexacyclo[26.2.2.16,9.110,14.02,7.015,20]tetratriaconta-2,4,6(34),8,10(33),11,13,15(20),16,18-decaen-3-yl]acetate), C(C)(C)(C)O[C@H](C(=O)O)C1=C2N3CCC(OCCCC[C@@H](OC=4C=CC(=CC4C4=CC=CC(C5=C(N2C(C=C1C)=N5)Cl)=C4)C)C)(CC3)C ((2S)-2-(tert-butoxy)-2-[(22S)-8-chloro-4,17,22,28-tetramethyl-21,27-dioxa-1,7,34-triazahexacyclo[26.2.2.16,9.110,14.02,7.015,20]tetratriaconta-2,4,6(34),8,10(33),11,13,15(20),16,18-decaen-3-yl]acetic acid). Product: C(C)(C)(C)O[C@H](C(=O)O)C1=C2N3CCC(OCCCC[C@@H](OC=4C=CC(=C(C4C4=CC=CC(C5=CN2C(C(=C1C)C)=N5)=C4)F)F)C)(CC3)C ((2S)-2-(tert-Butoxy)-2-[(22S)-16,17-difluoro-4,5,22,28-tetramethyl-21,27-dioxa-1,7,34-triazahexacyclo[26.2.2.16,9.110,14.02,7.015,20]tetratriaconta-2,4,6(34),8,10(33),11,13,15(20),16,18-decaen-3-yl]acetic acid). Yield: 25.8%. As a reaction SMILES: [C:1]([O:5][C@@H:6]([C:11]1[C:40]([CH3:41])=[C:39]([CH3:42])[C:38]2=[N:43][C:35]3=[CH:36][N:37]2[C:12]=1[N:13]1[CH2:49][CH2:48][C:16]([CH3:50])([O:17][CH2:18][CH2:19][CH2:20][CH2:21][C@H:22]([CH3:47])[O:23][C:24]2[CH:25]=[CH:26][C:27]([F:46])=[C:28]([F:45])[C:29]=2[C:30]2[CH:44]=[C:34]3[CH:33]=[CH:32][CH:31]=2)[CH2:15][CH2:14]1)[C:7]([O:9]C)=[O:8])([CH3:4])([CH3:3])[CH3:2].C(O[C@@H](C1C(C)=CC2=NC3=C(Cl)N2C=1N1CCC(C)(OCCCC[C@H](C)OC2C=CC(C)=CC=2C2C=C3C=CC=2)CC1)C(O)=O)(C)(C)C>>[C:1]([O:5][C@@H:6]([C:11]1[C:40]([CH3:41])=[C:39]([CH3:42])[C:38]2=[N:43][C:35]3=[CH:36][N:37]2[C:12]=1[N:13]1[CH2:14][CH2:15][C:16]([CH3:50])([O:17][CH2:18][CH2:19][CH2:20][CH2:21][C@H:22]([CH3:47])[O:23][C:24]2[CH:25]=[CH:26][C:27]([F:46])=[C:28]([F:45])[C:29]=2[C:30]2[CH:44]=[C:34]3[CH:33]=[CH:32][CH:31]=2)[CH2:48][CH2:49]1)[C:7]([OH:9])=[O:8])([CH3:4])([CH3:2])[CH3:3]. Procedure: Prepared in 25.8% yield from methyl(2S)-2-(tert-butoxy)-2-[(22S)-16,17-difluoro-4,5,22,28-tetramethyl-21,27-dioxa-1,7,34-triazahexacyclo[26.2.2.16,9.110,14.02,7.015,20]tetratriaconta-2,4,6(34),8,10(33),11,13,15(20),16,18-decaen-3-yl]acetate following the procedure for (2S)-2-(tert-butoxy)-2-[(22S)-8-chloro-4,17,22,28-tetramethyl-21,27-dioxa-1,7,34-triazahexacyclo[26.2.2.16,9.110,14.02,7.015,20]tetratriaconta-2,4,6(34),8,10(33),11,13,15(20),16,18-decaen-3-yl]acetic acid. 1H NMR (500 MHz, DMSO-d6)...